Task: describe an organic reaction: reactants, conditions, products, and yield. Dataset: the Open Reaction Database (ORD), a public repository of structured organic reaction records Reactants: CC1=CC(=NC(=N1)Cl)O (6-Methyl-2-chloro-4-hydroxypyrimidine), CC1NCCC2=C1SC=C2 (7-methyl-4,5,6,7-tetrahydrothieno[2,3-c]pyridine). The product is CC1=CC(=NC(=N1)N1C(C2=C(CC1)C=CS2)C)O (6-Methyl-2-(7-methyl-4,5,6,7-tetrahydrothieno[2,3-c]pyridin-6-yl)-4-hydroxypyrimidine). Isolated yield 70.4%. RXN SMILES: [CH3:1][C:2]1[N:7]=[C:6](Cl)[N:5]=[C:4]([OH:9])[CH:3]=1.[CH3:10][CH:11]1[C:16]2[S:17][CH:18]=[CH:19][C:15]=2[CH2:14][CH2:13][NH:12]1>>[CH3:1][C:2]1[N:7]=[C:6]([N:12]2[CH2:13][CH2:14][C:15]3[CH:19]=[CH:18][S:17][C:16]=3[CH:11]2[CH3:10])[N:5]=[C:4]([OH:9])[CH:3]=1. Procedure: In accordance with the same procedure as in Step 2 of Example 57, except that 6-methyl-2-chloro-4-hydroxypyrimidine(6 g, 37.5 mmol) prepared in Step 1 of Example 57, and 7-methyl-4,5,6,7-tetrahydrothieno[2,3-c]pyridine (12.07 g, 78.75 mmol) prepared in preparation 1 were used as starting materials, 6.9 g of the titled compound was prepared. Starting materials: CO, [N-]=[N+]=NCCCc1cc(F)cc(F)c1. Yields the product NCCCc1cc(F)cc(F)c1. RXN SMILES: [CH3:15][OH:16].[F:1][c:2]1[cH:3][c:4]([CH2:9][CH2:10][CH2:11][N:12]=[N+:13]=[N-:14])[cH:5][c:6]([F:8])[cH:7]1>>[F:1][c:2]1[cH:3][c:4]([CH2:9][CH2:10][CH2:11][NH2:12])[cH:5][c:6]([F:8])[cH:7]1. Starting materials: ClC1=NN2C(C(=CC=C2)C2=C(C=CC(=C2)C(F)(F)F)Cl)=N1 (2-chloro-8-(2-chloro-5-trifluoromethyl-phenyl)-[1,2,4]triazolo[1,5-a]pyridine), Example 2d, C(C)(C)(C)OC(=O)N1CCC2=C(CC1)C=CC(=C2)N (7-amino-1,2,4,5-tetrahydro-3-benzazepin-3-carboxylic acid tert-butyl ester), C1(CCCCC1)P(C1=C(C=CC=C1)C1=C(C=CC=C1)P(C1CCCCC1)C1CCCCC1)C1CCCCC1 (2,2′-bis-dicyclohexylphosphanyl-biphenyl). Yields the product C(C)(C)(C)OC(=O)N1CCC2=C(CC1)C=CC=C2 (1,2,4,5-tetrahydro-3-benzazepine-3-carboxylic acid tert-butyl ester). Reaction SMILES: ClC1N=C2C(C3C=C(C(F)(F)F)C=CC=3Cl)=CC=CN2N=1.[C:22]([O:26][C:27]([N:29]1[CH2:35][CH2:34][C:33]2[CH:36]=[CH:37][C:38](N)=[CH:39][C:32]=2[CH2:31][CH2:30]1)=[O:28])([CH3:25])([CH3:24])[CH3:23].C1(P(C2CCCCC2)C2C=CC=CC=2C2C=CC=CC=2P(C2CCCCC2)C2CCCCC2)CCCCC1>>[C:22]([O:26][C:27]([N:29]1[CH2:35][CH2:34][C:33]2[CH:36]=[CH:37][CH:38]=[CH:39][C:32]=2[CH2:31][CH2:30]1)=[O:28])([CH3:25])([CH3:23])[CH3:24]. Procedure details: 748-(2-Chloro-5-trifluoromethyl-phenyl)-[1,2,4]triazolo[1,5-a]pyridine-2-ylamino]-1,2,4,5-tetrahydro-3-benzazepine-3-carboxylic acid tert-butyl ester was prepared from 2-chloro-8-(2-chloro-5-trifluoromethyl-phenyl)-[1,2,4]triazolo[1,5-a]pyridine (0.62 g, 1.87 mmol) and 7-amino-1,2,4,5-tetrahydro-3-benzazepin-3-carboxylic acid tert-butyl ester (0.59 g, 2.25 mmol), with 2,2′-bis-dicyclohexylphosphanyl-biphenyl (0.26 g, 0.47 mmol) as the ligand in a manner analogous to Example 2d (0.089 g, 8.5%). M... Starting materials: O (Water), FC1=CC=C(C=C1)O (4-Fluorophenol), potassium tert-butylate, ClC1=NC(=CC(=N1)Cl)C (2,4-dichloro-6-methylpyrimidine). Run in O1CCCC1 (tetrahydrofurane). Run at temperature 20 celsius, time 8 hour. Product: ClC1=NC(=CC(=N1)OC1=CC=C(C=C1)F)C (2-Chloro-4-(4-fluoro-phenoxy)-6-methyl-pyrimidine). The yield is 68.3%. As a reaction SMILES: [F:1][C:2]1[CH:7]=[CH:6][C:5]([OH:8])=[CH:4][CH:3]=1.[Cl:9][C:10]1[N:15]=[C:14](Cl)[CH:13]=[C:12]([CH3:17])[N:11]=1.O>O1CCCC1>[Cl:9][C:10]1[N:15]=[C:14]([O:8][C:5]2[CH:6]=[CH:7][C:2]([F:1])=[CH:3][CH:4]=2)[CH:13]=[C:12]([CH3:17])[N:11]=1. Reported procedure: 4-Fluorophenol (103 mg, 0.92 mmol) and potassium-tert-butylate (113 mg, 1.0 mmol) were dissolved in 7 mL of tetrahydrofurane. 2,4-dichloro-6-methylpyrimidine (150 mg, 0.92 mmol) was added and the mixture stirred at 20° C. overnight. Water was added and the mixture extracted with diethyl ether. Chromatography of the crude reaction product on silica gel using a heptane/ethyl acetate as an eluent gave the title compound (150 mg, 68%) as a slightly yellow solid. 1H NMR (CDCl3, 300 MHz): δ (ppm)=7.50... The reactants are Cl.Cl.N1C(=NC=C1)C1CCNCC1 (4-(1H-imidazol-2-yl)piperidine dihydrochloride), S1C=NC=C1 (1,3-thiazole). The product is Cl.S1C(=NC=C1)C1CCNCC1 (4-(1,3-thiazol-2-yl)piperidine hydrochloride). RXN SMILES: [ClH:1].Cl.[NH:3]1[CH:7]=[CH:6]N=[C:4]1[CH:8]1[CH2:13][CH2:12][NH:11][CH2:10][CH2:9]1.[S:14]1C=CN=C1>>[ClH:1].[S:14]1[CH:6]=[CH:7][N:3]=[C:4]1[CH:8]1[CH2:13][CH2:12][NH:11][CH2:10][CH2:9]1 |f:0.1.2,4.5|. Reported procedure: Prepared similarly as in the case of 4-(1H-imidazol-2-yl)piperidine dihydrochloride using 1,3-thiazole instead of 1-(diethoxymethyl)-1H-imidazole in Step A. 1H NMR (400 MHz, D2O): 8.24 (m, 1 H), 7.90(m, 1H), 3.77-3.68 (m, 1H), 3.57 (br. d, J=13 Hz, 2H), 3.19 (br. t, J=13 Hz, 2H), 2.42 (br. d, J=13 Hz, 21), 2.11-2.01 (m, 2H). The product is COc1ccccc1-c1nnn(C)c1C(=O)O. Starting materials: COC(=O)c1c(-c2ccccc2OC)nnn1C, CO, [Na+], [OH-]. Reaction SMILES: [CH3:1][O:2][c:3]1[c:4](-[c:9]2[n:10][n:11][n:12]([CH3:18])[c:13]2[C:14](=[O:15])[O:16][CH3:17])[cH:5][cH:6][cH:7][cH:8]1.[CH3:21][OH:22].[Na+:20].[OH-:19]>>[CH3:1][O:2][c:3]1[c:4](-[c:9]2[n:10][n:11][n:12]([CH3:18])[c:13]2[C:14](=[O:15])[OH:16])[cH:5][cH:6][cH:7][cH:8]1. The reactants are ClC1=NC(=C2NC=NC2=N1)Cl (2,6-dichloropurine), O1CCCC=C1 (3,4-dihydro-2H-pyran). The reagents and catalysts are C1(=CC=C(C=C1)S(=O)(=O)O)C (p-toluenesulfonic acid). Solvent: C(C)(=O)OCC (ethyl acetate). Run at temperature 50 celsius. Product: ClC1=NC(=C2N=CN(C2=N1)C1OCCCC1)Cl (2,6-Dichloro-9-(tetrahydro-2H-pyran-2-yl)-9H-purine). The yield is 102.1%. Reaction SMILES: [Cl:1][C:2]1[N:10]=[C:9]2[C:5]([NH:6][CH:7]=[N:8]2)=[C:4]([Cl:11])[N:3]=1.[O:12]1[CH:17]=[CH:16][CH2:15][CH2:14][CH2:13]1>C1(C)C=CC(S(O)(=O)=O)=CC=1.C(OCC)(=O)C>[Cl:1][C:2]1[N:10]=[C:9]2[C:5]([N:6]=[CH:7][N:8]2[CH:13]2[CH2:14][CH2:15][CH2:16][CH2:17][O:12]2)=[C:4]([Cl:11])[N:3]=1. Procedure: To 2,6-dichloropurine (25.0 g) (available from, for example, Aldrich, UK) was added ethyl acetate (260 ml), followed by p-toluenesulfonic acid (0.253 g). The mixture was heated to 50° C. and then 3,4-dihydro-2H-pyran (16.8 g) was added. The reaction mixture was then heated at 50° C. for 4 hours. The reaction mixture was evaporated in vacuo to give the title compound as a yellow solid (36.9 g).